From a dataset of the Open Reaction Database (ORD), a public repository of structured organic reaction records. describe an organic reaction: reactants, conditions, products, and yield As a reaction SMILES: [CH3:17][S-:18].[Cl:1][c:2]1[cH:3][c:4]([C:10]([CH:11]=[CH:12][C:13](=[O:14])[OH:15])=[O:16])[cH:5][c:6]([Cl:9])[c:7]1[CH3:8].[ClH:20].[Na+:19].[OH2:21]>>[Cl:1][c:2]1[cH:3][c:4]([C:10]([CH2:11][CH:12]([C:13](=[O:14])[OH:15])[S:18][CH3:17])=[O:16])[cH:5][c:6]([Cl:9])[c:7]1[CH3:8]. The product is CSC(CC(=O)c1cc(Cl)c(C)c(Cl)c1)C(=O)O. Reactants: C[S-], Cc1c(Cl)cc(C(=O)C=CC(=O)O)cc1Cl, Cl, [Na+], O. Starting materials: CS(=O)(=O)O, CCOC(C)=O, CC(C)O, Cl[Cu], Cl, O=N[O-], Nc1ccc2c(c1)CC(=O)c1ccccc1O2, [Na+], O. The product is O=C1Cc2cc(Cl)ccc2Oc2ccccc21. Reaction SMILES: [CH3:18][S:19](=[O:20])(=[O:21])[OH:22].[CH3:34][CH2:35][O:36][C:37](=[O:38])[CH3:39].[CH:30]([OH:31])([CH3:32])[CH3:33].[Cl:28][Cu:29].[ClH:27].[N:23]([O-:24])=[O:25].[NH2:1][c:2]1[cH:3][c:4]2[c:5]([cH:16][cH:17]1)[O:6][c:7]1[c:8]([cH:12][cH:13][cH:14][cH:15]1)[C:9](=[O:11])[CH2:10]2.[Na+:26].[OH2:40]>>[c:2]1([Cl:27])[cH:3][c:4]2[c:5]([cH:16][cH:17]1)[O:6][c:7]1[c:8]([cH:12][cH:13][cH:14][cH:15]1)[C:9](=[O:11])[CH2:10]2. Starting materials: ClC1=C(C(NN=C1)=O)Cl (dichloropyridazinone), C(C)[Mg]Br (ethylmagnesium bromide), CCOCC (ether), C(C)(C)(C)N1N=CC(=C(C1=O)Cl)Cl (2-t-butyl-4,5-dichloro-3(2H)pyridazinone). Run in C1(=CC=CC=C1)C (toluene). Run at time 30 minute. Product: C(C)C=1C(N(N=CC1Cl)C(C)(C)C)=O (4-Ethyl-5-chloro-2-t-butyl-3(2H)pyridazinone). The yield is 67.6%. RXN SMILES: [CH2:1]([Mg]Br)[CH3:2].CCOCC.[C:10]([N:14]1[C:19](=[O:20])[C:18](Cl)=[C:17]([Cl:22])[CH:16]=[N:15]1)([CH3:13])([CH3:12])[CH3:11].ClC1C=NNC(=O)C=1Cl>C1(C)C=CC=CC=1>[CH2:1]([C:18]1[C:19](=[O:20])[N:14]([C:10]([CH3:13])([CH3:12])[CH3:11])[N:15]=[CH:16][C:17]=1[Cl:22])[CH3:2]. Procedure: Into a four-necked flask of 1 liter, 43 g of ethylmagnesium bromide (3 mol/liter of an ether solution) and 200 ml of dehydrated toluene were charged. While thoroughly stirring the mixture at room temperature, 22.1 g (0.1 mol) of 2-t-butyl-4,5-dichloro-3(2H)pyridazinone was added in three portions. The reaction temperature was raised to a level of about 60° C., and the stirring was continued for about 30 minutes. The disappearance of the starting dichloropyridazinone was confirmed by thin layer c... Starting materials: CC(C)(C)OC(=O)CBr, [K+], [K+], O=C([O-])[O-], CN(C)C=O, O=C1c2ccccc2C(=O)N1O. The product is CC(C)(C)OC(=O)CON1C(=O)c2ccccc2C1=O. Reaction SMILES: [Br:19][CH2:20][C:21](=[O:22])[O:23][C:24]([CH3:25])([CH3:26])[CH3:27].[K+:13].[K+:14].[O-:15][C:16]([O-:17])=[O:18].[O:28]=[CH:29][N:30]([CH3:31])[CH3:32].[OH:1][N:2]1[C:3](=[O:12])[c:4]2[c:5]([cH:8][cH:9][cH:10][cH:11]2)[C:6]1=[O:7]>>[O:1]([N:2]1[C:3](=[O:12])[c:4]2[c:5]([cH:8][cH:9][cH:10][cH:11]2)[C:6]1=[O:7])[CH2:20][C:21](=[O:22])[O:23][C:24]([CH3:25])([CH3:26])[CH3:27].